The task is: describe an organic reaction: reactants, conditions, products, and yield. This data is from the Open Reaction Database (ORD), a public repository of structured organic reaction records. Starting materials: C(C)(C)(C)C(CC(=O)NC=1C=C(C(=O)OCCCCCCCCCCCCCCCC)C=CC1Cl)=O (hexadecyl 3-[3-t-butyl-3-oxopropanamido]-4-chlorobenzoate), C(Cl)Cl (CH2Cl2), SO2Cl2. Reaction conditions: time 0.5 hour. Product: C(C)(C)(C)C(C(C(=O)NC=1C=C(C(=O)OCCCCCCCCCCCCCCCC)C=CC1Cl)Cl)=O (Hexadecyl 3-[3-t-butyl-2-chloro-3-oxopropanamido]-4-chlorobenzoate). Isolated yield 94.5%. As a reaction SMILES: [C:1]([C:5](=[O:36])[CH2:6][C:7]([NH:9][C:10]1[CH:11]=[C:12]([CH:32]=[CH:33][C:34]=1[Cl:35])[C:13]([O:15][CH2:16][CH2:17][CH2:18][CH2:19][CH2:20][CH2:21][CH2:22][CH2:23][CH2:24][CH2:25][CH2:26][CH2:27][CH2:28][CH2:29][CH2:30][CH3:31])=[O:14])=[O:8])([CH3:4])([CH3:3])[CH3:2].C(Cl)[Cl:38]>>[C:1]([C:5](=[O:36])[CH:6]([Cl:38])[C:7]([NH:9][C:10]1[CH:11]=[C:12]([CH:32]=[CH:33][C:34]=1[Cl:35])[C:13]([O:15][CH2:16][CH2:17][CH2:18][CH2:19][CH2:20][CH2:21][CH2:22][CH2:23][CH2:24][CH2:25][CH2:26][CH2:27][CH2:28][CH2:29][CH2:30][CH3:31])=[O:14])=[O:8])([CH3:2])([CH3:3])[CH3:4]. Procedure: To a suspension of 52.22 g (0.1 mol) of hexadecyl 3-[3-t-butyl-3-oxopropanamido]-4-chlorobenzoate 1 in 350 mL of CH2Cl2 was added 13.52 g (0.1 mol) of SO2Cl2. The mixture was gently refluxed for one hr, then stirred at room temperature for 0.5 hr. The solvent was removed under vacuum to yield a solid that was washed with ligroin and dried. There was thus obtained 52.62 g (94.5% yield) of 2, which was used in the following step. Product: CC(C)(C)OC(=O)NC1(CO)CCc2c(F)cc(F)cc21. The reactants are [Al+3], COC(=O)C1(NC(=O)OC(C)(C)C)CCc2c(F)cc(F)cc21, C1CCOC1, [H-], [H-], [H-], [H-], [Li+]. RXN SMILES: [Al+3:25].[C:1]([CH3:2])([CH3:3])([CH3:4])[O:5][C:6](=[O:7])[NH:8][C:9]1([C:20](=[O:21])[O:22][CH3:23])[CH2:10][CH2:11][c:12]2[c:13]([F:19])[cH:14][c:15]([F:18])[cH:16][c:17]21.[CH2:30]1[O:31][CH2:32][CH2:33][CH2:34]1.[H-:24].[H-:27].[H-:28].[H-:29].[Li+:26]>>[C:1]([CH3:2])([CH3:3])([CH3:4])[O:5][C:6](=[O:7])[NH:8][C:9]1([CH2:20][OH:21])[CH2:10][CH2:11][c:12]2[c:13]([F:19])[cH:14][c:15]([F:18])[cH:16][c:17]21.